This data is from the Open Reaction Database (ORD), a public repository of structured organic reaction records. The task is: describe an organic reaction: reactants, conditions, products, and yield Reactants: C(C)(=O)OCC (ethyl acetate), C(C)[SiH](CC)CC (Triethylsilane), CC1=C(N=C(O1)C1=CC=CC=C1)C(O)C=1OC=C2C1C=CC(=C2)[N+](=O)[O-] (alpha-(5-Methyl-2-phenyl-4-oxazolyl)-5-nitro-2-benzofuranmethanol). Reagents/catalysts: [Pt]=O (platinum oxide). The solvent is FC(C(=O)O)(F)F (trifluoroacetic acid). Run at temperature 0 celsius, time 8 hour. Yields the product NC=1C=CC2=C(C=C(O2)CC=2N=C(OC2C)C2=CC=CC=C2)C1 (5-Amino-2-(5-methyl-2-phenyl-4-oxazolyl)methylbenzofuran). RXN SMILES: [CH3:1][C:2]1[O:6][C:5]([C:7]2[CH:12]=[CH:11][CH:10]=[CH:9][CH:8]=2)=[N:4][C:3]=1[CH:13]([C:15]1[O:16][CH:17]=[C:18]2[CH:23]=[C:22]([N+:24]([O-])=O)[CH:21]=[CH:20][C:19]=12)O.C([SiH](CC)CC)C.C(OCC)(=O)C>FC(F)(F)C(O)=O.[Pt]=O>[NH2:24][C:22]1[CH:23]=[CH:18][C:17]2[O:16][C:15]([CH2:13][C:3]3[N:4]=[C:5]([C:7]4[CH:12]=[CH:11][CH:10]=[CH:9][CH:8]=4)[O:6][C:2]=3[CH3:1])=[CH:19][C:20]=2[CH:21]=1. Procedure: alpha-(5-Methyl-2-phenyl-4-oxazolyl)-5-nitro-2-benzofuranmethanol (57 g, 0.16 mol) was dissolved in trifluoroacetic acid (350 ml), while cooling to 0° C. Triethylsilane (64 ml, 0.40 mol) was added. The solution was stirred 1.5 hours at 0° C. and overnight at room temperature. The solution was concentrated to near-dryness and the residue dissolved in ethyl acetate (750 ml). This solution was washed with water. The precipitate formed during the wash was collected. The organic solution was washed w... The reactants are NC=1C=C2C=NN(C2=CC1)C1=CC=C(C=C1)N (5-amino-1-(4-aminophenyl)indazole), BrCC(=O)OC(C)(C)C (t-butyl bromoacetate), O1CCN(CC1)C1=CC=C(C(=O)O)C=C1 (4-morpholinobenzoic acid). Product: O1CCN(CC1)C1=CC=C(C(=O)NC=2C=C3C=NN(C3=CC2)C2=CC=C(C=C2)NCC(=O)OC(C)(C)C)C=C1 (tert-Butyl 2-((4-(5-(4-morpholinobenzamido)-1H-indazol-1-yl)phenyl)amino)acetate). As a reaction SMILES: [NH2:1][C:2]1[CH:3]=[C:4]2[C:8](=[CH:9][CH:10]=1)[N:7]([C:11]1[CH:16]=[CH:15][C:14]([NH2:17])=[CH:13][CH:12]=1)[N:6]=[CH:5]2.Br[CH2:19][C:20]([O:22][C:23]([CH3:26])([CH3:25])[CH3:24])=[O:21].[O:27]1[CH2:32][CH2:31][N:30]([C:33]2[CH:41]=[CH:40][C:36]([C:37](O)=[O:38])=[CH:35][CH:34]=2)[CH2:29][CH2:28]1>>[O:27]1[CH2:28][CH2:29][N:30]([C:33]2[CH:34]=[CH:35][C:36]([C:37]([NH:1][C:2]3[CH:3]=[C:4]4[C:8](=[CH:9][CH:10]=3)[N:7]([C:11]3[CH:16]=[CH:15][C:14]([NH:17][CH2:19][C:20]([O:22][C:23]([CH3:26])([CH3:25])[CH3:24])=[O:21])=[CH:13][CH:12]=3)[N:6]=[CH:5]4)=[O:38])=[CH:40][CH:41]=2)[CH2:31][CH2:32]1. Procedure: Compound 987 was prepared according to the procedure described in Scheme IV from 5-amino-1-(4-aminophenyl)indazole, t-butyl bromoacetate, and 4-morpholinobenzoic acid. 1H NMR (500 MHz, CDCl3) δ 8.15 (s, 1H), 8.09 (s, 1H), 7.98 (s, 1H), 7.84 (d, J=7.5 Hz, 2H), 7.55 (d, J=9 Hz, 1H), 7.48 (d, J=10 Hz, 1H), 7.46 (d, J=7 Hz, 2H), 7.26 (s, 1H), 6.90 (d, J=7.5 Hz, 2H), 6.71 (d, J=7 Hz. 2H), 4.45 (s, 1H), 3.87-3.83 (m, 6H), 3.27-3.25 (m, 4H), 1.51 (m, 9H). Starting materials: CC(=O)O[BH-](OC(C)=O)OC(C)=O, CC(C)=O, CCC(CC)(CN)C(=O)OC, CO, [Na+]. The product is CCC(CC)(CNC(C)C)C(=O)OC. As a reaction SMILES: [C:16]([O:17][BH-:18]([O:19][C:20](=[O:21])[CH3:22])[O:23][C:24](=[O:25])[CH3:26])(=[O:27])[CH3:28].[CH3:12][C:13]([CH3:14])=[O:15].[CH3:1][O:2][C:3]([C:4]([CH2:5][CH3:6])([CH2:7][CH3:8])[CH2:9][NH2:10])=[O:11].[CH3:30][OH:31].[Na+:29]>>[CH3:1][O:2][C:3]([C:4]([CH2:5][CH3:6])([CH2:7][CH3:8])[CH2:9][NH:10][CH:13]([CH3:12])[CH3:14])=[O:11].